This data is from the Open Reaction Database (ORD), a public repository of structured organic reaction records. The task is: describe an organic reaction: reactants, conditions, products, and yield Procedure: Potassium hydroxide (0.42 g) was added to 4-hydroxyindole (1.00 g) in DMF (25 ml), and the solution was stirred at room temperature for 15 minutes. Benzyl bromide (1.00 ml) was added to the solution, and the solution was stirred at room temperature for 1.5 hours. Since the reaction was not completed, benzyl bromide (0.20 ml) was further added and the solution was stirred for 5 hours. After removing the solvent under reduced pressure, water (50 ml) was added to the residue and the resultant was e... Product: C(C1=CC=CC=C1)OC1=C2C=CNC2=CC=C1 (4-benzyloxyindole). As a reaction SMILES: [OH-].[K+].[OH:3][C:4]1[CH:12]=[CH:11][CH:10]=[C:9]2[C:5]=1[CH:6]=[CH:7][NH:8]2.[CH2:13](Br)[C:14]1[CH:19]=[CH:18][CH:17]=[CH:16][CH:15]=1>CN(C=O)C>[CH2:13]([O:3][C:4]1[CH:12]=[CH:11][CH:10]=[C:9]2[C:5]=1[CH:6]=[CH:7][NH:8]2)[C:14]1[CH:19]=[CH:18][CH:17]=[CH:16][CH:15]=1 |f:0.1|. The solvent is CN(C)C=O (DMF). Run at time 15 minute. The yield is 85.0%. Starting materials: C(C1=CC=CC=C1)Br (benzyl bromide), [OH-].[K+] (Potassium hydroxide), OC1=C2C=CNC2=CC=C1 (4-hydroxyindole), C(C1=CC=CC=C1)Br (Benzyl bromide). Reactants: COC(CC(C)=O)=O (3-oxo-butyric acid methyl ester), R3—(CH2)m—NH2, C1(CCCCC1)N (cyclohexylamine), BrCC(=O)C1=C(C=CC(=C1)F)OC (2-bromo-1-(5-fluoro-2-methoxy-phenyl)-ethanone), C1(CC1)CCN (2-cyclopropyl-ethylamine). The product is C1(CCCCC1)NC(=O)C1=C(N(C(=C1)C1=C(C=CC(=C1)F)OC)CCC1CC1)C (1-(2-Cyclopropyl-ethyl)-5-(5-fluoro-2-methoxy-phenyl)-2-methyl-1H-pyrrole-3-carboxylic acid cyclohexylamide). As a reaction SMILES: C[O:2][C:3](=O)[CH2:4][C:5](=O)[CH3:6].Br[CH2:10][C:11]([C:13]1[CH:18]=[C:17]([F:19])[CH:16]=[CH:15][C:14]=1[O:20][CH3:21])=O.[CH:22]1([CH2:25][CH2:26][NH2:27])[CH2:24][CH2:23]1.[CH:28]1([NH2:34])[CH2:33][CH2:32][CH2:31][CH2:30][CH2:29]1>>[CH:28]1([NH:34][C:3]([C:4]2[CH:10]=[C:11]([C:13]3[CH:18]=[C:17]([F:19])[CH:16]=[CH:15][C:14]=3[O:20][CH3:21])[N:27]([CH2:26][CH2:25][CH:22]3[CH2:24][CH2:23]3)[C:5]=2[CH3:6])=[O:2])[CH2:33][CH2:32][CH2:31][CH2:30][CH2:29]1. Procedure: The title compound was synthesized in analogy to Example 68, using 3-oxo-butyric acid methyl ester as compound of formula R, 2-bromo-1-(5-fluoro-2-methoxy-phenyl)-ethanone as compound of formula S, 2-cyclopropyl-ethylamine as R3—(CH2)m—NH2 and cyclohexylamine as R1R2NH, MS (ISP) 399.5 (M+H)+.